This data is from the Open Reaction Database (ORD), a public repository of structured organic reaction records. The task is: describe an organic reaction: reactants, conditions, products, and yield Starting materials: CC(C)(C)OC(=O)NC1CCCNC1, O=C(Cl)C1CCC1. The product is CC(C)(C)OC(=O)NC1CCCN(C(=O)C2CCC2)C1. As a reaction SMILES: [C:1]([CH3:2])([CH3:3])([CH3:4])[O:5][C:6]([NH:7][CH:8]1[CH2:9][NH:10][CH2:11][CH2:12][CH2:13]1)=[O:14].[CH:15]1([C:19](=[O:20])[Cl:21])[CH2:16][CH2:17][CH2:18]1>>[C:1]([CH3:2])([CH3:3])([CH3:4])[O:5][C:6]([NH:7][CH:8]1[CH2:9][N:10]([C:19]([CH:15]2[CH2:16][CH2:17][CH2:18]2)=[O:20])[CH2:11][CH2:12][CH2:13]1)=[O:14]. Reactants: ClC1=C(OC=2C(=NC=CC2)OCC(=O)OC)C=C(C(=C1)F)N1C(N(C(=CC1=O)C(F)(F)F)C)=O (methyl [3-{2-chloro-4-fluoro-5-[3-methyl-2,6-dioxo-4-(trifluoromethyl)-1,2,3,6-tetrahydropyrimidin-1-yl]phenoxy}-2-pyridyloxy]acetate), C([O-])([O-])=O.[Na+].[Na+] (sodium carbonate), C1(CCCC1)O (cyclopentanol). The solvent is O (water). Run at temperature 100 celsius, time 1.5 hour. Product: ClC1=C(OC=2C(=NC=CC2)OCC(=O)OC2CCCC2)C=C(C(=C1)F)N1C(N(C(=CC1=O)C(F)(F)F)C)=O (cyclopentyl [3-{2-chloro-4-fluoro-5-[3-methyl-2,6-dioxo-4-(trifluoromethyl)-1,2,3,6-tetrahydropyrimidin-1-yl]phenoxy}-2-pyridyloxy]acetate). RXN SMILES: [Cl:1][C:2]1[CH:20]=[C:19]([F:21])[C:18]([N:22]2[C:27](=[O:28])[CH:26]=[C:25]([C:29]([F:32])([F:31])[F:30])[N:24]([CH3:33])[C:23]2=[O:34])=[CH:17][C:3]=1[O:4][C:5]1[C:6]([O:11][CH2:12][C:13]([O:15][CH3:16])=[O:14])=[N:7][CH:8]=[CH:9][CH:10]=1.C(=O)([O-])[O-].[Na+].[Na+].[CH:41]1(O)[CH2:45]C[CH2:43][CH2:42]1>O>[Cl:1][C:2]1[CH:20]=[C:19]([F:21])[C:18]([N:22]2[C:27](=[O:28])[CH:26]=[C:25]([C:29]([F:32])([F:31])[F:30])[N:24]([CH3:33])[C:23]2=[O:34])=[CH:17][C:3]=1[O:4][C:5]1[C:6]([O:11][CH2:12][C:13]([O:15][CH:16]2[CH2:43][CH2:42][CH2:41][CH2:45]2)=[O:14])=[N:7][CH:8]=[CH:9][CH:10]=1 |f:1.2.3|. Procedure: A mixture of 0.30 g of methyl [3-{2-chloro-4-fluoro-5-[3-methyl-2,6-dioxo-4-(trifluoromethyl)-1,2,3,6-tetrahydropyrimidin-1-yl]phenoxy}-2-pyridyloxy]acetate (compound a-6), 0.06 g of sodium carbonate, and 3.0 ml of cyclopentanol was stirred at 100° C. for 1.5 hours and then at 120° C. for 2 hours. The reaction mixture was cooled to room temperature and then poured into water, and the mixture was extracted with ethyl acetate. The organic layer was washed with saturated aqueous sodium chloride sol... Reactants: polycaprolactone, OCC(CO)(CO)CO (pentaerythritol), C(C)C=C(C(=O)ON=C=O)C (isocyanato ethylmethacrylate). Yields the product C(C(=C)C)(=O)O.C(C(=C)C)(=O)O.C(C(=C)C)(=O)O.C(C(=C)C)(=O)O.NC(=O)OCC (urethane tetramethacrylate). Reaction SMILES: OC[C:3]([CH2:8][OH:9])(CO)CO.C([CH:12]=[C:13]([CH3:20])[C:14]([O:16][N:17]=[C:18]=[O:19])=[O:15])C>>[C:14]([OH:16])(=[O:15])[C:13]([CH3:20])=[CH2:12].[C:14]([OH:16])(=[O:15])[C:13]([CH3:20])=[CH2:12].[C:14]([OH:16])(=[O:15])[C:13]([CH3:20])=[CH2:12].[C:14]([OH:16])(=[O:15])[C:13]([CH3:20])=[CH2:12].[NH2:17][C:18]([O:9][CH2:8][CH3:3])=[O:19] |f:2.3.4.5.6|. Procedure: To 5000 g (0.31 mol) of dried macrotetrol (e.g., polycaprolactone, MW 16.000 g/mol, pentaerythritol initiated), 193.8 g (1.25 mol) of isocyanato ethylmethacrylate IEM (Karenz Moi) was added dropwise at 110° C. during 0.5 hour. The reaction was carried out at 110° C. until absorption by an isocyanate group at a wavelength of 2250 cm−1 in the infrared absorption spectrum was no longer observed in order to obtain an urethane tetramethacrylate. Starting materials: c1ccc(CSCc2ccccc2)cc1, CN(C)C=O, Cc1ccc(-c2ccc3c(c2)C=C(C(=O)Nc2ccc(CCl)cc2)CCO3)cc1, [Na]. The product is Cc1ccc(-c2ccc3c(c2)C=C(C(=O)Nc2ccc(CSCc4ccccc4)cc2)CCO3)cc1. RXN SMILES: [CH2:30]([c:31]1[cH:32][cH:33][cH:34][cH:35][cH:36]1)[S:37][CH2:38][c:39]1[cH:40][cH:41][cH:42][cH:43][cH:44]1.[CH3:46][N:47]([CH3:48])[CH:49]=[O:50].[Cl:1][CH2:2][c:3]1[cH:4][cH:5][c:6]([NH:9][C:10](=[O:11])[C:12]2=[CH:18][c:17]3[c:16]([cH:22][cH:21][c:20](-[c:23]4[cH:24][cH:25][c:26]([CH3:29])[cH:27][cH:28]4)[cH:19]3)[O:15][CH2:14][CH2:13]2)[cH:7][cH:8]1.[Na:45]>>[CH2:2]([c:3]1[cH:4][cH:5][c:6]([NH:9][C:10](=[O:11])[C:12]2=[CH:18][c:17]3[c:16]([cH:22][cH:21][c:20](-[c:23]4[cH:24][cH:25][c:26]([CH3:29])[cH:27][cH:28]4)[cH:19]3)[O:15][CH2:14][CH2:13]2)[cH:7][cH:8]1)[S:37][CH2:30][c:31]1[cH:32][cH:33][cH:34][cH:35][cH:36]1. Reactants: ClC1=NCC(N(C2=C1C=C(C(=C2)OC)OC)C)=O (5-chloro-7,8-dimethoxy-1-methyl-1,3-dihydro-1,4-benzodiazepin-2-one), N1CCCCC1 (piperidine). Solvent: CCO (EtOH). Run at temperature 110 celsius. Product: COC=1C(=CC2=C(C(=NCC(N2C)=O)N2CCCCC2)C1)OC (7,8-dimethoxy-1-methyl-5-(piperidin-1-yl)-1,3-dihydro-1,4-benzodiazepin-2-one). The yield is 59.6%. RXN SMILES: Cl[C:2]1[C:8]2[CH:9]=[C:10]([O:15][CH3:16])[C:11]([O:13][CH3:14])=[CH:12][C:7]=2[N:6]([CH3:17])[C:5](=[O:18])[CH2:4][N:3]=1.[NH:19]1[CH2:24][CH2:23][CH2:22][CH2:21][CH2:20]1>CCO>[CH3:16][O:15][C:10]1[C:11]([O:13][CH3:14])=[CH:12][C:7]2[N:6]([CH3:17])[C:5](=[O:18])[CH2:4][N:3]=[C:2]([N:19]3[CH2:24][CH2:23][CH2:22][CH2:21][CH2:20]3)[C:8]=2[CH:9]=1. Procedure details: Heat at 110° C. in a sealed tube a mixture of 100 mg (0.37 mmol) of 5-chloro-7,8-dimethoxy-1-methyl-1,3-dihydro-1,4-benzodiazepin-2-one XVIIIaa and 300 μl (3 mmol) of piperidine in 10 ml of EtOH for 48 hours. Evaporate to dryness and purify by silica chromatography (CH2Cl2 50/AcOEt 40/EtOH 10). Triturate in hexane, filter, dry. One obtains 70 mg of a beige powder. Yield: 60%. M=125–127° C. 1H-NMR (200 MHz, DMSO): δ 1.63–1.70 (m, 6H, 3×CH2), 3.20–3.23 (m, 4H, 2×CH2), 3.37 (s, 3H, NCH3), 3.91 (AB ... Starting materials: CCOc1nc(NC)nc2ccc(C=O)cc12, C1CCNCC1, Cc1ccsc1CNC1=NC(=O)CS1, Cc1ccccc1, O=C(O)c1ccccc1. Yields the product CCOc1nc(NC)nc2ccc(C=C3SC(NCc4sccc4C)=NC3=O)cc12. As a reaction SMILES: [CH2:15]([CH3:16])[O:17][c:18]1[n:19][c:20]([NH:30][CH3:31])[n:21][c:22]2[cH:23][cH:24][c:25]([CH:28]=[O:29])[cH:26][c:27]12.[CH2:41]1[CH2:42][CH2:43][NH:44][CH2:45][CH2:46]1.[CH3:1][c:2]1[c:3]([CH2:7][NH:8][C:9]2=[N:13][C:12](=[O:14])[CH2:11][S:10]2)[s:4][cH:5][cH:6]1.[CH3:47][c:48]1[cH:49][cH:50][cH:51][cH:52][cH:53]1.[OH:32][C:33]([c:34]1[cH:35][cH:36][cH:37][cH:38][cH:39]1)=[O:40]>>[CH3:1][c:2]1[c:3]([CH2:7][NH:8][C:9]2=[N:13][C:12](=[O:14])[C:11](=[CH:28][c:25]3[cH:24][cH:23][c:22]4[n:21][c:20]([NH:30][CH3:31])[n:19][c:18]([O:17][CH2:15][CH3:16])[c:27]4[cH:26]3)[S:10]2)[s:4][cH:5][cH:6]1. Starting materials: OC1(CCN(CC1)C1=CC=C(C=N1)NC(=O)C1=C(N=C(O1)N1CCCCC1)C(F)(F)F)C1=CC=CC=C1 (N-[6-(4-hydroxy-4-phenylpiperidin-1-yl)pyridin-3-yl]-2-(piperidin-1-yl)-4-(trifluoromethyl)oxazole-5-carboxamide), NC=1C=C2CCN(CC2=CC1)C(=O)OC(C)(C)C (tert-butyl 6-amino-3,4-dihydroisoquinoline-2(1H)-carboxylate). Yields the product N1(CCCCC1)C=1OC(=C(N1)C(F)(F)F)C(=O)NC=1C=C2CCN(CC2=CC1)C(=O)OC(C)(C)C (tert-Butyl 6-(2-(piperidin-1-yl)-4-(trifluoromethyl)oxazole-5-carboxamido)-3,4-dihydroisoquinoline-2(1H)-carboxylate). Reaction SMILES: OC1(C2C=CC=CC=2)CCN(C2N=C[C:11]([NH:14][C:15]([C:17]3[O:21][C:20]([N:22]4[CH2:27][CH2:26][CH2:25][CH2:24][CH2:23]4)=[N:19][C:18]=3[C:28]([F:31])([F:30])[F:29])=[O:16])=[CH:10][CH:9]=2)CC1.NC1[CH:40]=[C:41]2[C:46](=CC=1)[CH2:45][N:44]([C:49]([O:51][C:52]([CH3:55])([CH3:54])[CH3:53])=[O:50])[CH2:43][CH2:42]2>>[N:22]1([C:20]2[O:21][C:17]([C:15]([NH:14][C:11]3[CH:40]=[C:41]4[C:42](=[CH:9][CH:10]=3)[CH2:43][N:44]([C:49]([O:51][C:52]([CH3:55])([CH3:54])[CH3:53])=[O:50])[CH2:45][CH2:46]4)=[O:16])=[C:18]([C:28]([F:31])([F:30])[F:29])[N:19]=2)[CH2:27][CH2:26][CH2:25][CH2:24][CH2:23]1. Reported procedure: Compound 153 was prepared by the general procedure for compound 1, by using compound A-4 and tert-butyl 6-amino-3,4-dihydroisoquinoline-2(1H)-carboxylate as the starting materials. 1H NMR (400 MHz, DMSO-d6) δ 10.06 (s, 1H), 7.54 (s, 1H), 7.47 (d, 1H, J=8.4 Hz), 7.15 (d, 1H, J=8.4 Hz), 4.47 (s, 2H), 3.61 (m, 4H), 3.55 (t, 2H, J=5.9 Hz), 2.77 (t, 2H, J=5.9 Hz), 1.61 (m, 6H), 1.43 (s, 9H); LCMS (ESI) Rt=5.47 min, [M+1]+ 495.3.